The task is: describe an organic reaction: reactants, conditions, products, and yield. This data is from the Open Reaction Database (ORD), a public repository of structured organic reaction records. Reaction SMILES: N[C:2]1[CH:10]=[CH:9][CH:5]([C:6]([OH:8])=[O:7])[C:4]([OH:12])(O)[CH:3]=1.S(=O)(=O)(O)O.N([O-])=O.[Na+].[I-:22].[K+]>O>[OH:12][C:4]1[CH:3]=[C:2]([I:22])[CH:10]=[CH:9][C:5]=1[C:6]([OH:8])=[O:7] |f:2.3,4.5|. Starting materials: N(=O)[O-].[Na+] (sodium nitrite), NC1=CC(C(C(=O)O)C=C1)(O)O (4-amino-2-hydroxysalicylic acid), [I-].[K+] (potassium iodide), suspension, S(O)(O)(=O)=O (sulfuric acid). Run at temperature 70 celsius, time 20 minute. Procedure: A sample of 4-amino-2-hydroxysalicylic acid (10 g, 65.3 mmol) is charged to a 2 liter Erlenmeyer flask equipped with a large stir bar, cooled in an ice/water bath and treated with concentrated sulfuric acid (20 mL) and enough water to make a free flowing suspension (˜50 mL). After stirring for 20 minutes, the reaction is treated with a solution of sodium nitrite (4.55 g, 66.0 mmol) in water (20 mL) over the course of 10 minutes. After stirring an additional 3 minutes, the reaction is treated wit... The solvent is O (water), O (water), O (water). Product: OC1=C(C(=O)O)C=CC(=C1)I (2-hydroxy-4-iodo-benzoic acid). Starting materials: CC1(OC(C(C(O1)=O)=C(NC1=CSC=C1)SC)=O)C (2,2-dimethyl-5-(methylsulfanyl-thiophene-3-ylamino-methylene)-[1,3]dioxane-4,6-dione), NCCCN (1,3-diaminopropane), C(=O)(O)[O-].[Na+] (NaHCO3), C(C)(=O)OC(C)=O (acetic anhydride), CN(C)C (trimethylamine), Cl (HCl). Run in C(Cl)Cl.CO (DCM MeOH), C(Cl)Cl.CO (DCM MeOH), [Cl-].[Na+].O (brine). Conditions: time 2 hour. The product is Cl.NCCCNC1=CC(C2=C(N1)C=CS2)=O (5-(3-amino-propylamino)-4H-thieno[3,2-b]pyridine-7-one hydrochloride salt), N-(3-{[(2,2-dimethyl-4,6-dioxo-[1,3]dioxan-5-ylidene)-(thiophen-3-ylamnio)-ethyl]-amino}-propyl)-acetamide. Isolated yield 84.0%. As a reaction SMILES: CC1(C)O[C:6](=[O:8])[C:5](=[C:9](SC)[NH:10][C:11]2[CH:15]=[CH:14][S:13][CH:12]=2)C(=O)O1.[NH2:20][CH2:21][CH2:22][CH2:23][NH2:24].C(OC(=O)C)(=O)C.CN(C)C.[ClH:36].C([O-])(O)=O.[Na+]>C(Cl)Cl.CO.[Cl-].[Na+].O>[ClH:36].[NH2:20][CH2:21][CH2:22][CH2:23][NH:24][C:9]1[NH:10][C:11]2[CH:15]=[CH:14][S:13][C:12]=2[C:6](=[O:8])[CH:5]=1 |f:5.6,7.8,9.10.11,12.13|. Reported procedure: A solution of 2,2-dimethyl-5-(methylsulfanyl-thiophene-3-ylamino-methylene)-[1,3]dioxane-4,6-dione (27.83 g, 92.8 mmol) in DCM/MeOH (4:1, 120 mL) was added to a solution of 1,3-diaminopropane (54.9 g, 138 mmol) in DCM/MeOH (4:1, 140 mL) (cooled in an ice bath) over one hour. The ice bath was removed after addition was complete. The reaction was stirred for 2 h at ambient temperature, then diluted with DCM (100 mL) and the resultant organic solution was washed with water (60 mL X 4) and brine (60...